From a dataset of the Open Reaction Database (ORD), a public repository of structured organic reaction records. describe an organic reaction: reactants, conditions, products, and yield The product is C1(CCCCC1)CCN1CC[C@@H]2C3=C(CC[C@H]12)C(=CC=C3)OC (rac-cis-3-(2-cyclohexylethyl)-2,3,3a,4,5,9b-hexahydro-6-methoxy-1H-benz[e]indole). Run in CC(=O)CC (ethyl methyl ketone). Isolated yield 42.8%. The reactants are COC1=CC=CC=2[C@H]3CCN[C@H]3CCC21 (rac-cis-2,3,3a,4,5,9b-hexahydro-6-methoxy-1H-benzo[e]indole), C1(CCCCC1)CCBr (2-cyclohexylethyl bromide), C([O-])([O-])=O.[K+].[K+] (potassium carbonate), [I-].[Na+] (sodium iodide). Procedure: A suspension of 24.1 g (0.12 mol) of rac-cis-2,3,3a,4,5,9b-hexahydro-6-methoxy-1H-benzo[e]indole, 28.3 g (0.15 mol) of 2-cyclohexylethyl bromide, 26.3 g (0.19 mol) of potassium carbonate and 6.22 g (0.04 mol) of sodium iodide in 550 ml of ethyl methyl ketone was boiled at reflux for 3 days. The solid was filtered off and the solvent was distilled in a vacuum. The residue was dissolved in ethyl acetate, whereupon the solution was washed with water and sodium chloride solution and concentrated. Af... RXN SMILES: [CH3:1][O:2][C:3]1[C:15]2[CH2:14][CH2:13][C@H:12]3[C@H:8]([CH2:9][CH2:10][NH:11]3)[C:7]=2[CH:6]=[CH:5][CH:4]=1.[CH:16]1([CH2:22][CH2:23]Br)[CH2:21][CH2:20][CH2:19][CH2:18][CH2:17]1.C(=O)([O-])[O-].[K+].[K+].[I-].[Na+]>CC(CC)=O>[CH:16]1([CH2:22][CH2:23][N:11]2[C@@H:12]3[C@@H:8]([C:7]4[CH:6]=[CH:5][CH:4]=[C:3]([O:2][CH3:1])[C:15]=4[CH2:14][CH2:13]3)[CH2:9][CH2:10]2)[CH2:21][CH2:20][CH2:19][CH2:18][CH2:17]1 |f:2.3.4,5.6|. Starting materials: Oc1cc(Br)cc(F)c1F, CCC=CC(=O)OCC, CCC#N, CC(C)NC(C)C, CC(=O)[O-], CC(=O)[O-], [Pd+2]. Yields the product CCOC(=O)CC(CC)c1cc(O)c(F)c(F)c1. RXN SMILES: [Br:1][c:2]1[cH:3][c:4]([F:10])[c:5]([F:9])[c:6]([OH:8])[cH:7]1.[C:11]([CH:12]=[CH:13][CH2:14][CH3:15])(=[O:16])[O:17][CH2:18][CH3:19].[C:27](#[N:28])[CH2:29][CH3:30].[CH:20]([NH:21][CH:22]([CH3:23])[CH3:24])([CH3:25])[CH3:26].[O-:32][C:33]([CH3:34])=[O:35].[O-:36][C:37]([CH3:38])=[O:39].[Pd+2:31]>>[c:2]1([CH:13]([CH2:12][C:11](=[O:16])[O:17][CH2:18][CH3:19])[CH2:14][CH3:15])[cH:3][c:4]([F:10])[c:5]([F:9])[c:6]([OH:8])[cH:7]1.